Task: describe an organic reaction: reactants, conditions, products, and yield. Dataset: the Open Reaction Database (ORD), a public repository of structured organic reaction records RXN SMILES: [Cl:35][CH2:36][c:37]1[cH:38][cH:39][c:40]2[cH:41][cH:42][c:43](=[O:52])[n:44]([CH2:47][CH2:48][CH2:49][O:50][CH3:51])[c:45]2[cH:46]1.[OH:1][CH:2]1[CH2:3][N:4]([C:28](=[O:29])[O:30][C:31]([CH3:32])([CH3:33])[CH3:34])[CH2:5][CH2:6][CH:7]1[c:8]1[cH:9][cH:10][c:11]([O:14][CH2:15][CH2:16][CH2:17][O:18][CH2:19][c:20]2[c:21]([O:26][CH3:27])[cH:22][cH:23][cH:24][cH:25]2)[cH:12][cH:13]1>>[O:1]([CH:2]1[CH2:3][N:4]([C:28](=[O:29])[O:30][C:31]([CH3:32])([CH3:33])[CH3:34])[CH2:5][CH2:6][CH:7]1[c:8]1[cH:9][cH:10][c:11]([O:14][CH2:15][CH2:16][CH2:17][O:18][CH2:19][c:20]2[c:21]([O:26][CH3:27])[cH:22][cH:23][cH:24][cH:25]2)[cH:12][cH:13]1)[CH2:36][c:37]1[cH:38][cH:39][c:40]2[cH:41][cH:42][c:43](=[O:52])[n:44]([CH2:47][CH2:48][CH2:49][O:50][CH3:51])[c:45]2[cH:46]1. The product is COCCCn1c(=O)ccc2ccc(COC3CN(C(=O)OC(C)(C)C)CCC3c3ccc(OCCCOCc4ccccc4OC)cc3)cc21. Starting materials: COCCCn1c(=O)ccc2ccc(CCl)cc21, COc1ccccc1COCCCOc1ccc(C2CCN(C(=O)OC(C)(C)C)CC2O)cc1. Starting materials: C1COCCO1, Cc1ccc(C(O)c2ccc3noc(-c4cccc(Cl)c4)c3c2)cc1, O=[Mn]=O. Product: Cc1ccc(C(=O)c2ccc3noc(-c4cccc(Cl)c4)c3c2)cc1. As a reaction SMILES: [CH2:26]1[O:27][CH2:28][CH2:29][O:30][CH2:31]1.[Cl:1][c:2]1[cH:3][c:4](-[c:8]2[o:9][n:10][c:11]3[c:12]2[cH:13][c:14]([CH:17]([OH:18])[c:19]2[cH:20][cH:21][c:22]([CH3:25])[cH:23][cH:24]2)[cH:15][cH:16]3)[cH:5][cH:6][cH:7]1.[O:32]=[Mn:33]=[O:34]>>[Cl:1][c:2]1[cH:3][c:4](-[c:8]2[o:9][n:10][c:11]3[c:12]2[cH:13][c:14]([C:17](=[O:18])[c:19]2[cH:20][cH:21][c:22]([CH3:25])[cH:23][cH:24]2)[cH:15][cH:16]3)[cH:5][cH:6][cH:7]1.